Dataset: the Open Reaction Database (ORD), a public repository of structured organic reaction records. Task: describe an organic reaction: reactants, conditions, products, and yield Starting materials: CC(=O)[O-], Cc1ccccc1, C=CCOC(=O)CC(=O)Cc1ccc(F)cc1F, [NH4+], O. The product is C=CCOC(=O)C=C(N)Cc1ccc(F)cc1F. Reaction SMILES: [CH3:20][C:21](=[O:22])[O-:23].[CH3:25][c:26]1[cH:27][cH:28][cH:29][cH:30][cH:31]1.[F:1][c:2]1[c:3]([CH2:9][C:10]([CH2:11][C:12](=[O:13])[O:14][CH2:15][CH:16]=[CH2:17])=[O:18])[cH:4][cH:5][c:6]([F:8])[cH:7]1.[NH4+:19].[OH2:24]>>[F:1][c:2]1[c:3]([CH2:9][C:10](=[CH:11][C:12](=[O:13])[O:14][CH2:15][CH:16]=[CH2:17])[NH2:19])[cH:4][cH:5][c:6]([F:8])[cH:7]1.